This data is from the Open Reaction Database (ORD), a public repository of structured organic reaction records. The task is: describe an organic reaction: reactants, conditions, products, and yield Yield: 43.0%. Reaction SMILES: Cl[C:2]1[CH:7]=[C:6](Cl)[N:5]=[C:4]([CH3:9])[N:3]=1.[NH2:10][C:11]1[CH:12]=[C:13]([OH:21])[CH:14]=[C:15]([C:17]([F:20])([F:19])[F:18])[CH:16]=1>>[CH3:9][C:4]1[N:5]=[C:6]([NH:10][C:11]2[CH:16]=[C:15]([C:17]([F:18])([F:19])[F:20])[CH:14]=[C:13]([OH:21])[CH:12]=2)[CH:7]=[C:2]([NH:10][C:11]2[CH:16]=[C:15]([C:17]([F:18])([F:19])[F:20])[CH:14]=[C:13]([OH:21])[CH:12]=2)[N:3]=1. Yields the product CC1=NC(=CC(=N1)NC1=CC(=CC(=C1)C(F)(F)F)O)NC1=CC(=CC(=C1)C(F)(F)F)O (2-Methyl-N,N′-bis(3-hydroxy-5-trifluoromethylphenyl)-pyrimidine-4,6-diamine). The reactants are ClC1=NC(=NC(=C1)Cl)C (4,6-dichloro-2-methylpyrimidine), NC=1C=C(C=C(C1)C(F)(F)F)O (3-amino-5-trifluoromethyl-phenol). Procedure: This compound was obtained (yield 43%) based on the method described in Production Example 2B using 4,6-dichloro-2-methylpyrimidine instead of the 4,6-dichloro-2-ethylpyrimidine, and using 3-amino-5-trifluoromethyl-phenol instead of the 3-aminophenol. Starting materials: C(C1=CC=CC=C1)OC=1C=C2C(=C(NC2=CC1)C(=O)OCC)Br (ethyl 5-(benzyloxy)-3-bromo-1H-indole-2-carboxylate), BrCCCOC1=CC=CC2=CC=CC=C12 (1-(3-bromopropoxy)naphthalene), C(=O)([O-])[O-].[Cs+].[Cs+] (Cs2CO3). Run in C(C)(=O)OCC (ethyl acetate), CN(C=O)C (N,N-dimethylformamide). Reaction conditions: time 8 hour. Product: C(C1=CC=CC=C1)OC=1C=C2C(=C(N(C2=CC1)CCCOC1=CC=CC2=CC=CC=C12)C(=O)OCC)Br (ethyl 5-(benzyloxy)-3-bromo-1-(3-(naphthalen-1-yloxy)propyl)-1H-indole-2-carboxylate). As a reaction SMILES: [CH2:1]([O:8][C:9]1[CH:10]=[C:11]2[C:15](=[CH:16][CH:17]=1)[NH:14][C:13]([C:18]([O:20][CH2:21][CH3:22])=[O:19])=[C:12]2[Br:23])[C:2]1[CH:7]=[CH:6][CH:5]=[CH:4][CH:3]=1.Br[CH2:25][CH2:26][CH2:27][O:28][C:29]1[C:38]2[C:33](=[CH:34][CH:35]=[CH:36][CH:37]=2)[CH:32]=[CH:31][CH:30]=1.C([O-])([O-])=O.[Cs+].[Cs+]>CN(C)C=O.C(OCC)(=O)C>[CH2:1]([O:8][C:9]1[CH:10]=[C:11]2[C:15](=[CH:16][CH:17]=1)[N:14]([CH2:25][CH2:26][CH2:27][O:28][C:29]1[C:38]3[C:33](=[CH:34][CH:35]=[CH:36][CH:37]=3)[CH:32]=[CH:31][CH:30]=1)[C:13]([C:18]([O:20][CH2:21][CH3:22])=[O:19])=[C:12]2[Br:23])[C:2]1[CH:3]=[CH:4][CH:5]=[CH:6][CH:7]=1 |f:2.3.4|. Procedure details: To a solution of EXAMPLE 135A (500 mg) and 1-(3-bromopropoxy)naphthalene (354 mg) in N,N-dimethylformamide (10 ml) was added Cs2CO3 (871 mg). The reaction was stirred at room temperature overnight, diluted with ethyl acetate and washed with water. The organic layer was dried over sodium sulfate, filtered and concentrated. The residue was purified by flash chromatography, eluting with 0%-50% dichloromethane in hexane, to provide the desired product. Starting materials: C(C)OC(=O)N1CCC(CC1)C1=CNC2=CC=CC=C12 (4-(1H-indol-3-yl)-piperidine-1-carboxylic acid ethyl ester), Cl.ClCC=1C=NC=CC1 (3-chloromethyl-pyridine hydrochloride). Run at time 16 hour. Yields the product C(C)OC(=O)N1CCC(CC1)C1=CN(C2=CC=CC=C12)CC=1C=NC=CC1 (4-(1-pyridin-3-ylmethyl-1H-indol-3-yl)-piperidine-1-carboxylic acid ethyl ester). Isolated yield 89.4%. As a reaction SMILES: [CH2:1]([O:3][C:4]([N:6]1[CH2:11][CH2:10][CH:9]([C:12]2[C:20]3[C:15](=[CH:16][CH:17]=[CH:18][CH:19]=3)[NH:14][CH:13]=2)[CH2:8][CH2:7]1)=[O:5])[CH3:2].Cl.Cl[CH2:23][C:24]1[CH:25]=[N:26][CH:27]=[CH:28][CH:29]=1>>[CH2:1]([O:3][C:4]([N:6]1[CH2:11][CH2:10][CH:9]([C:12]2[C:20]3[C:15](=[CH:16][CH:17]=[CH:18][CH:19]=3)[N:14]([CH2:23][C:24]3[CH:25]=[N:26][CH:27]=[CH:28][CH:29]=3)[CH:13]=2)[CH2:8][CH2:7]1)=[O:5])[CH3:2] |f:1.2|. Procedure details: This compound was prepared following the procedure described in example 13 (part B) at room temperature for 16 hours, starting with 11 g (40 mmol) of 4-(1H-indol-3-yl)-piperidine-1-carboxylic acid ethyl ester and 7.2 g (44 mmol) of 3-chloromethyl-pyridine hydrochloride. After standard work-up, 13 g of a crude oil was obtained. This crude was precipitated with ethyl ether affording 10.8 g (90% of yield) of a white solid. The reactants are CC1=CC(=C(C=C1C)N)N (4,5-dimethyl-1,2-phenylenediamine), COC1=C(C(=O)O)C=CC(=C1)NS(=O)(=O)C (2-methoxy-4-methanesulfonylaminobenzoic acid). Yields the product CC1=CC2=C(N=C(N2)C2=C(C=C(C=C2)NS(=O)(=O)C)OC)C=C1C (5,6-Dimethyl-2-(2'-methoxy-4'-methanesulfonylamino-phenyl)benzimidazole). Reaction SMILES: [CH3:1][C:2]1[C:7]([CH3:8])=[CH:6][C:5]([NH2:9])=[C:4]([NH2:10])[CH:3]=1.[CH3:11][O:12][C:13]1[CH:21]=[C:20]([NH:22][S:23]([CH3:26])(=[O:25])=[O:24])[CH:19]=[CH:18][C:14]=1[C:15](O)=O>>[CH3:1][C:2]1[C:7]([CH3:8])=[CH:6][C:5]2[N:9]=[C:15]([C:14]3[CH:18]=[CH:19][C:20]([NH:22][S:23]([CH3:26])(=[O:25])=[O:24])=[CH:21][C:13]=3[O:12][CH3:11])[NH:10][C:4]=2[CH:3]=1. Reported procedure: Prepared analogously to Example 14 from 4,5-dimethyl-1,2-phenylenediamine and 2-methoxy-4-methanesulfonylaminobenzoic acid. Starting materials: ClC1=CC=C(C=C1)C(C#N)(CN1N=CN=C1)CCC1=CC=CC=C1 (alpha-(4-chlorophenyl)-alpha-(2-phenylethyl)-1H-1,2,4-triazole-1-propanenitrile), N1N=NC=C1.[K] (potassium triazole), CS(=O)C (DMSO), BrCC(CCC1=CC(=CC=C1)C(F)(F)F)(C1=CC=C(C=C1)Cl)C#N (1-bromo-2-cyano-2-(4-chlorophenyl)-4-(3-trifluoromethylphenyl)butane). Run in CCOCC.CCCCCC (ether hexane). Conditions: temperature 80 celsius. Product: ClC1=CC=C(C=C1)C(C#N)(CN1N=CN=C1)CCC1=CC(=CC=C1)C(F)(F)F (Alpha-(4-chlorophenyl)-alpha-[2-(3-trifluoromethylphenyl)ethyl]-1,2,4-triazole-1-propanenitrile). Yield: 47.0%. RXN SMILES: [Cl:1][C:2]1[CH:7]=[CH:6][C:5]([C:8]([CH2:17][CH2:18][C:19]2[CH:24]=[CH:23][CH:22]=[CH:21][CH:20]=2)([CH2:11][N:12]2[CH:16]=[N:15][CH:14]=[N:13]2)[C:9]#[N:10])=[CH:4][CH:3]=1.N1C=CN=N1.[K].CS(C)=O.BrCC(C#N)(C1C=CC(Cl)=CC=1)CCC1C=CC=C([C:46]([F:49])([F:48])[F:47])C=1>CCOCC.CCCCCC>[Cl:1][C:2]1[CH:7]=[CH:6][C:5]([C:8]([CH2:17][CH2:18][C:19]2[CH:20]=[CH:21][CH:22]=[C:23]([C:46]([F:49])([F:48])[F:47])[CH:24]=2)([CH2:11][N:12]2[CH:16]=[N:15][CH:14]=[N:13]2)[C:9]#[N:10])=[CH:4][CH:3]=1 |f:1.2,5.6,^1:29|. Procedure details: A 500 ml 1 neck round bottom flask was charged with 10.7 gms of potassium triazole (0.10 mole, 4.0 eq.), 75 ml of DMSO and 1-bromo-2-cyano-2-(4-chlorophenyl)-4-(3-trifluoromethylphenyl)butane (10.4 gms, 0.025 mole, 1.0 eq.). The reaction was heated at 80° C. overnight and then quenched by adding 1 liter of H2O and extracted three times with 200 ml of ether. The combined ether extracts were washed with water and brine, then dried and rotovaped to give a crude product which was slurried in ether:h...